This data is from the Open Reaction Database (ORD), a public repository of structured organic reaction records. The task is: describe an organic reaction: reactants, conditions, products, and yield The reactants are C(=O)C1=CC=C(C2=C1C1=C(CN(CC1)C(=O)OCC)O2)OC (Ethyl 5-formyl-8-methoxy-3,4-dihydro[1]benzofuro[2,3-c]pyridine-2(1H)-carboxylate), S(N)(O)(=O)=O (sulphamic acid), Cl(=O)[O-].[Na+] (sodium chlorite). Run in O.CC(=O)C (acetone water). Yields the product C(C)OC(=O)N1CC2=C(CC1)C=1C(O2)=C(C=CC1C(=O)O)OC (2-(ethoxycarbonyl)-8-methoxy-1,2,3,4-tetrahydro[1]benzofuro[2,3-c]pyridine-5-carboxylic acid). The yield is 41.0%. Reaction SMILES: [CH:1]([C:3]1[C:8]2[C:9]3[CH2:14][CH2:13][N:12]([C:15]([O:17][CH2:18][CH3:19])=[O:16])[CH2:11][C:10]=3[O:20][C:7]=2[C:6]([O:21][CH3:22])=[CH:5][CH:4]=1)=[O:2].S(=O)(=O)([OH:25])N.Cl([O-])=O.[Na+]>O.CC(C)=O>[CH2:18]([O:17][C:15]([N:12]1[CH2:13][CH2:14][C:9]2[C:8]3[C:7](=[C:6]([O:21][CH3:22])[CH:5]=[CH:4][C:3]=3[C:1]([OH:25])=[O:2])[O:20][C:10]=2[CH2:11]1)=[O:16])[CH3:19] |f:2.3,4.5|. Procedure details: Ethyl 5-formyl-8-methoxy-3,4-dihydro[1]benzofuro[2,3-c]pyridine-2(1H)-carboxylate (from step 6) (0.310 g, 1.02 mmol) was taken in acetone water mixture. To this was added sulphamic acid (0.148 g, 1.53 mmol) and sodium chlorite (0.157 g, 1.73 mmol) and stirred for half an hour. After removing acetone under diminished pressure and dilution with water, it yielded 2-(ethoxycarbonyl)-8-methoxy-1,2,3,4-tetrahydro[1]benzofuro[2,3-c]pyridine-5-carboxylic acid (41%) which was filtered out, washed with wa...